From a dataset of the Open Reaction Database (ORD), a public repository of structured organic reaction records. describe an organic reaction: reactants, conditions, products, and yield The product is O=C1C=CC=2C(=CC=NC2N1)OC1=CC=C2CCC(CC2=C1)C(=O)O (7-[(7-oxo-7,8-dihydro-1,8-naphthyridin-4-yl)oxy]-1,2,3,4-tetrahydronaphthalene-2-carboxylic acid). Run at temperature 180 celsius. Yield: 70.1%. Starting materials: Cl (HCl), ClC1=C2C=CC(NC2=NC=C1)=O (5-chloro-1,8-naphthyridin-2(1H)-one), OC1=CC=C2CCC(CC2=C1)C(=O)O (7-hydroxy-1,2,3,4-tetrahydronaphthalene-2-carboxylic acid), C([O-])([O-])=O.[Cs+].[Cs+] (cesium carbonate). Reaction SMILES: Cl[C:2]1[CH:11]=[CH:10][N:9]=[C:8]2[C:3]=1[CH:4]=[CH:5][C:6](=[O:12])[NH:7]2.[OH:13][C:14]1[CH:23]=[C:22]2[C:17]([CH2:18][CH2:19][CH:20]([C:24]([OH:26])=[O:25])[CH2:21]2)=[CH:16][CH:15]=1.C(=O)([O-])[O-].[Cs+].[Cs+].Cl>CN(C=O)C.O>[O:12]=[C:6]1[NH:7][C:8]2[N:9]=[CH:10][CH:11]=[C:2]([O:13][C:14]3[CH:23]=[C:22]4[C:17]([CH2:18][CH2:19][CH:20]([C:24]([OH:26])=[O:25])[CH2:21]4)=[CH:16][CH:15]=3)[C:3]=2[CH:4]=[CH:5]1 |f:2.3.4|. Run in CN(C)C=O (DMF), O (water). Procedure: A suspension of 5-chloro-1,8-naphthyridin-2(1H)-one (0.050 g, 0.00028 mol), 7-hydroxy-1,2,3,4-tetrahydronaphthalene-2-carboxylic acid (0.080 g, 0.00042 mol), and cesium carbonate (0.270 g, 0.000829 mol) in DMF (1 mL) was subjected to microwave heating (180° C.) for 15 min. The reaction mixture was dissolved in water and then acidified to pH of 2 with 1N HCl. The mixture was extracted with EtOAc (4×). The combined organic solutions were dried over MgSO4, filtered, and concentrated. The residue wa...